This data is from the Open Reaction Database (ORD), a public repository of structured organic reaction records. The task is: describe an organic reaction: reactants, conditions, products, and yield Starting materials: O=P12OP3(=O)OP(=O)(O1)OP(=O)(O2)O3 (phosphorus pentoxide), BrC=1SC(=CC1C(=O)NCCC1=CC(=CC=C1)Cl)Br (2,5-dibromo-N-[2-(3-chlorophenyl)ethyl]thiophene-3-carboxamide), xylenes, P(=O)(Cl)(Cl)Cl (phosphoryl chloride). Conditions: temperature 150 celsius. Yields the product ClC=1C=C2CCN=C(C2=CC1)C1=C(SC(=C1)Br)Br (6-chloro-1-(2,5-dibromo-3-thienyl)-3,4-dihydroisoquinoline), solid. The yield is 57.0%. Reaction SMILES: [Br:1][C:2]1[S:3][C:4]([Br:19])=[CH:5][C:6]=1[C:7]([NH:9][CH2:10][CH2:11][C:12]1[CH:17]=[CH:16][CH:15]=[C:14]([Cl:18])[CH:13]=1)=O.O=P12OP3(OP(OP(O3)(O1)=O)(=O)O2)=O.P(Cl)(Cl)(Cl)=O>>[Cl:18][C:14]1[CH:13]=[C:12]2[C:17](=[CH:16][CH:15]=1)[C:7]([C:6]1[CH:5]=[C:4]([Br:19])[S:3][C:2]=1[Br:1])=[N:9][CH2:10][CH2:11]2. Reported procedure: To a mixture of 2,5-dibromo-N-[2-(3-chlorophenyl)ethyl]thiophene-3-carboxamide (5.15 g, 12.2 mmol) in xylenes (25.98 mL, 70.32 mmol) at 70° C. was added phosphorus pentoxide (13.0 g, 45.8 mmol) and then phosphoryl chloride (12.0 mL, 129 mmol). The mixture was heated at 150° C. for 60 h, then the mixture was cooled to rt. The solution was removed by decantation and washed with toluene twice. Water (20 mL) and 20% NaOH (20 mL) were added and the mixture was sonicated. The mixture was extracted wit... Reactants: CC(C)Cc1ccc(C(Br)c2ccc(CC(C)C)cc2)cc1, CCN(C(C)C)C(C)C, ClCCl, Cl, Nc1cccc(C(=O)n2cc(CCCC(=O)O)c3cc(Cl)ccc32)c1. Product: CC(C)Cc1ccc(C(Nc2cccc(C(=O)n3cc(CCCC(=O)O)c4cc(Cl)ccc43)c2)c2ccc(CC(C)C)cc2)cc1. Reaction SMILES: [CH2:26]([CH:27]([CH3:28])[CH3:29])[c:30]1[cH:31][cH:32][c:33]([CH:36]([c:37]2[cH:38][cH:39][c:40]([CH2:43][CH:44]([CH3:45])[CH3:46])[cH:41][cH:42]2)[Br:47])[cH:34][cH:35]1.[CH:48]([N:49]([CH:50]([CH3:51])[CH3:52])[CH2:53][CH3:54])([CH3:55])[CH3:56].[Cl:58][CH2:59][Cl:60].[ClH:57].[NH2:1][c:2]1[cH:3][c:4]([C:5](=[O:6])[n:7]2[cH:8][c:9]([CH2:17][CH2:18][CH2:19][C:20](=[O:21])[OH:22])[c:10]3[cH:11][c:12]([Cl:16])[cH:13][cH:14][c:15]23)[cH:23][cH:24][cH:25]1>>[NH:1]([c:2]1[cH:3][c:4]([C:5](=[O:6])[n:7]2[cH:8][c:9]([CH2:17][CH2:18][CH2:19][C:20](=[O:21])[OH:22])[c:10]3[cH:11][c:12]([Cl:16])[cH:13][cH:14][c:15]23)[cH:23][cH:24][cH:25]1)[CH:36]([c:33]1[cH:32][cH:31][c:30]([CH2:26][CH:27]([CH3:28])[CH3:29])[cH:35][cH:34]1)[c:37]1[cH:38][cH:39][c:40]([CH2:43][CH:44]([CH3:45])[CH3:46])[cH:41][cH:42]1. The reactants are Cl, [Cu], O=C(c1ccc([N+](=O)[O-])cc1)N(CCc1ccccc1I)c1ccccc1I. The product is O=C(c1ccc([N+](=O)[O-])cc1)N1CCc2ccccc2-c2ccccc21. As a reaction SMILES: [ClH:30].[Cu:29].[N+:1](=[O:2])([O-:3])[c:4]1[cH:5][cH:6][c:7]([C:8](=[O:9])[N:10]([CH2:11][CH2:12][c:13]2[c:14]([I:26])[cH:15][cH:16][cH:17][cH:18]2)[c:20]2[c:21]([I:19])[cH:22][cH:23][cH:24][cH:25]2)[cH:27][cH:28]1>>[N+:1](=[O:2])([O-:3])[c:4]1[cH:5][cH:6][c:7]([C:8](=[O:9])[N:10]2[CH2:11][CH2:12][c:13]3[c:14]([cH:15][cH:16][cH:17][cH:18]3)-[c:21]3[c:20]2[cH:25][cH:24][cH:23][cH:22]3)[cH:27][cH:28]1. The reactants are CC1CCNCC1, O=C(c1ccc(Cl)cc1)c1cc([N+](=O)[O-])ccc1Cl, [Na+], [OH-], O. The product is CC1CCN(c2ccc([N+](=O)[O-])cc2C(=O)c2ccc(Cl)cc2)CC1. RXN SMILES: [CH3:22][CH:23]1[CH2:24][CH2:25][NH:26][CH2:27][CH2:28]1.[Cl:3][c:4]1[c:5]([C:6](=[O:7])[c:8]2[cH:9][cH:10][c:11]([Cl:14])[cH:12][cH:13]2)[cH:15][c:16]([N+:19](=[O:20])[O-:21])[cH:17][cH:18]1.[Na+:2].[OH-:1].[OH2:29]>>[c:4]1([N:26]2[CH2:25][CH2:24][CH:23]([CH3:22])[CH2:28][CH2:27]2)[c:5]([C:6](=[O:7])[c:8]2[cH:9][cH:10][c:11]([Cl:14])[cH:12][cH:13]2)[cH:15][c:16]([N+:19](=[O:20])[O-:21])[cH:17][cH:18]1. Starting materials: Cl.NO (hydroxylamine hydrochloride), O.O.O.C(C)(=O)[O-].[Na+] (sodium acetate trihydrate), FC1=C(C=CC(=C1)F)C(=O)C1=CC=NC=C1 ((2,4-Difluorophenyl)-pyridin-4-yl methanone). Solvent: 1L, C(C)O (ethanol). Yields the product FC1=C(C=CC(=C1)F)C(=NO)C1=CC=NC=C1 ((2,4-Difluorophenyl)-pyridin-4-yl methanone oxime). Isolated yield 94.5%. As a reaction SMILES: Cl.[NH2:2][OH:3].O.O.O.C([O-])(=O)C.[Na+].[F:12][C:13]1[CH:18]=[C:17]([F:19])[CH:16]=[CH:15][C:14]=1[C:20]([C:22]1[CH:27]=[CH:26][N:25]=[CH:24][CH:23]=1)=O>C(O)C>[F:12][C:13]1[CH:18]=[C:17]([F:19])[CH:16]=[CH:15][C:14]=1[C:20]([C:22]1[CH:27]=[CH:26][N:25]=[CH:24][CH:23]=1)=[N:2][OH:3] |f:0.1,2.3.4.5.6|. Reported procedure: 62.6 g (0.900 mole) of hydroxylamine hydrochloride and 133.6 g (0.982 mole) of sodium acetate trihydrate were added to a suspension of 179.4 g (0.818 mole) of the compound of Example 1 in 1L of ethanol and the mixture was refluxed for 1 hour. The solvent was removed under low pressure evaporation, 1L of water was added to the residue and it was filtered. After drying for 3 hours at 45° C., 181 g (94% yield) of the title compound (mixture of sin- and anti-isomers) were obtained, as a white solid. The reactants are N (ammonia), C(C)OC(=O)N1CCC(CC1)(NC(C(CC1CCCCC1)NC(=O)N1CCOCC1)=O)C#N (4-Cyano-4-{3-cyclohexyl-2-[(morpholine-4-carbonyl)-amino]-propionylamino}-piperidine-1-carboxylic acid ethyl ester), NC1(CCN(CC1)C1=NC=CC=N1)C#N (4-amino-4-cyano-1-pyrimidin-2-yl-piperidine), N1=C(N=CC=C1)N1CCC(CC1)=O (1-(pyrimidin-2-yl)-4-piperidone), N (ammonia), N-(4-Morpholinecarbonyl)-L-cyclohexyl alanine. Run in CO (methanol), CO (methanol). Yields the product NC1(CCN(CC1)C1=NC=CC=N1)C#N (4-Amino-4-cyano-1-pyrimidin-2-yl-piperidine), C(#N)C1(CCN(CC1)C1=NC=CC=N1)NC(=O)C(CC1CCCCC1)NC(=O)N1CCOCC1 (Morpholine-4-carboxylic acid [1-(4-cyano-1-pyrimidin-2-yl-piperidin-4-ylcarbamoyl)-2-cyclohexyl-ethyl]-amide). As a reaction SMILES: [N:1]1[CH:6]=[CH:5][CH:4]=[N:3]C=1N1CCC(=O)CC1.N.C(O[C:18]([N:20]1[CH2:25][CH2:24][C:23]([C:46]#[N:47])([NH:26][C:27](=[O:45])[CH:28]([NH:36][C:37]([N:39]2[CH2:44][CH2:43][O:42][CH2:41][CH2:40]2)=[O:38])[CH2:29][CH:30]2[CH2:35][CH2:34][CH2:33][CH2:32][CH2:31]2)[CH2:22][CH2:21]1)=O)C.[NH2:48][C:49]1([C:61]#[N:62])[CH2:54][CH2:53][N:52]([C:55]2[N:60]=[CH:59][CH:58]=[CH:57][N:56]=2)[CH2:51][CH2:50]1>CO>[NH2:48][C:49]1([C:61]#[N:62])[CH2:54][CH2:53][N:52]([C:55]2[N:60]=[CH:59][CH:58]=[CH:57][N:56]=2)[CH2:51][CH2:50]1.[C:46]([C:23]1([NH:26][C:27]([CH:28]([NH:36][C:37]([N:39]2[CH2:44][CH2:43][O:42][CH2:41][CH2:40]2)=[O:38])[CH2:29][CH:30]2[CH2:35][CH2:34][CH2:33][CH2:32][CH2:31]2)=[O:45])[CH2:24][CH2:25][N:20]([C:18]2[N:3]=[CH:4][CH:5]=[CH:6][N:1]=2)[CH2:21][CH2:22]1)#[N:47]. Procedure details: 4-Amino-4-cyano-1-pyrimidin-2-yl-piperidine was prepared according to the procedure from Example 7, step a, starting with 1-(pyrimidin-2-yl)-4-piperidone with the exception that a 2 M ammonia in methanol solution replaced the 5 M ammonia in methanol solution. (b) The title compound was prepared starting from N-(4-Morpholinecarbonyl)-L-cyclohexyl alanine and 4-amino-4-cyano-1-pyrimidin-2-yl-piperidine according to the procedure from Example 2, step b, except that the compound was purified by HPLC...